Dataset: the Open Reaction Database (ORD), a public repository of structured organic reaction records. Task: describe an organic reaction: reactants, conditions, products, and yield Reactants: C1=CC=C(C(=O)C=C1)O (tropolone), C1(=CC=C(C=C1)S(=O)(=O)Cl)C (p-toluenesulfonic acid chloride). Solvent: N1=CC=CC=C1 (pyridine). Yields the product CC1=CC2=CC=CC=CC2=C1 (2-Methylazulene), tosylated tropolone. Reaction SMILES: [CH:1]1[CH:8]=[CH:7][C:5](=O)[C:4](O)=[CH:3][CH:2]=1.[C:10]1([CH3:20])[CH:15]=CC(S(Cl)(=O)=O)=C[CH:11]=1>N1C=CC=CC=1>[CH3:20][C:10]1[CH:15]=[C:5]2[C:4](=[CH:3][CH:2]=[CH:1][CH:8]=[CH:7]2)[CH:11]=1. Procedure: 2-Methylazulene was synthesized according to a method described in Japanese Patent Laid-Open Publication No. 207232/1987. Specifically, 19.5 g (0.16 mol) of tropolone was reacted with 40 g (0.21 mol) of p-toluenesulfonic acid chloride in pyridine to give 37.1 g of tosylated tropolone. Then, 20 g (0.15 mol) of dimethylmalonate was reacted with 9.7 g (0.18 mol) of NaOMe in methanol at room temperature for 4 hr to give 14.4 g of 3-methoxycarbonyl-2H-cyclohepta(b) furan-2-one (Compound (2)). Then, 1... The reactants are C(C)OC1=CC(=C(C=C1)NC(COC1=CC(=CC=C1)OCC)=O)NCC(C)C (N-[4-Ethoxy-2-(isobutylamino)phenyl]-2-(3-ethoxyphenoxy)acetamide), resultant solution. Solvent: CC(=O)O (AcOH). Yields the product C(C)OC=1C=CC2=C(N(C(=N2)COC2=CC(=CC=C2)OCC)CC(C)C)C1 (6-Ethoxy-2-(3-ethoxy-phenoxymethyl)-1-isobutyl-1H-benzimidazole). Yield: 83.2%. RXN SMILES: [CH2:1]([O:3][C:4]1[CH:9]=[CH:8][C:7]([NH:10][C:11](=O)[CH2:12][O:13][C:14]2[CH:19]=[CH:18][CH:17]=[C:16]([O:20][CH2:21][CH3:22])[CH:15]=2)=[C:6]([NH:24][CH2:25][CH:26]([CH3:28])[CH3:27])[CH:5]=1)[CH3:2]>CC(O)=O>[CH2:1]([O:3][C:4]1[CH:9]=[CH:8][C:7]2[N:10]=[C:11]([CH2:12][O:13][C:14]3[CH:19]=[CH:18][CH:17]=[C:16]([O:20][CH2:21][CH3:22])[CH:15]=3)[N:24]([CH2:25][CH:26]([CH3:28])[CH3:27])[C:6]=2[CH:5]=1)[CH3:2]. Reported procedure: A 250 mL flask fitted with a stir-bar, condenser, and an Ar inlet was charged with amine 50a (12.5 g, 32.3 mmol) and AcOH (120 mL). The resultant solution was heated in a 100° C. bath for 3 hr. The mixture was cooled and concentrated in vacuo to a pale, orange solid. The solid was partitioned with EtOAc (150 mL) and saturated NaHCO3 (100 mL). The organic phase was washed with brine (100 mL), filtered through phase separation paper, and concentrated in vacuo to an orange oil. The oil was crystall...